This data is from the Open Reaction Database (ORD), a public repository of structured organic reaction records. The task is: describe an organic reaction: reactants, conditions, products, and yield Starting materials: ClCCCBr, O=C([O-])[O-], CC#N, [K+], [K+], O=C1CCCc2cc(O)ccc21. Product: O=C1CCCc2cc(OCCCCl)ccc21. As a reaction SMILES: [Br:13][CH2:14][CH2:15][CH2:16][Cl:17].[C:18](=[O:19])([O-:20])[O-:21].[CH3:24][C:25]#[N:26].[K+:22].[K+:23].[OH:1][c:2]1[cH:3][c:4]2[c:9]([cH:10][cH:11]1)[C:8](=[O:12])[CH2:7][CH2:6][CH2:5]2>>[O:1]([c:2]1[cH:3][c:4]2[c:9]([cH:10][cH:11]1)[C:8](=[O:12])[CH2:7][CH2:6][CH2:5]2)[CH2:14][CH2:15][CH2:16][Cl:17]. Reactants: CC(C)(C)Cn1c(CBr)cc2cnc(C#N)nc21, COc1ccccc1N1CCNCC1, [H-], [Na+], C1COCCOCCOCCOCCOCCO1, CN(C)C=O. Product: COc1ccccc1N1CCN(Cc2cc3cnc(C#N)nc3n2CC(C)(C)C)CC1. Reaction SMILES: [Br:35][CH2:36][c:37]1[cH:38][c:39]2[c:40]([n:41][c:42]([C:45]#[N:46])[n:43][cH:44]2)[n:47]1[CH2:48][C:49]([CH3:50])([CH3:51])[CH3:52].[CH3:3][O:4][c:5]1[c:6]([N:11]2[CH2:12][CH2:13][NH:14][CH2:15][CH2:16]2)[cH:7][cH:8][cH:9][cH:10]1.[H-:2].[Na+:1].[O:17]1[CH2:18][CH2:19][O:20][CH2:21][CH2:22][O:23][CH2:24][CH2:25][O:26][CH2:27][CH2:28][O:29][CH2:30][CH2:31][O:32][CH2:33][CH2:34]1.[O:53]=[CH:54][N:55]([CH3:56])[CH3:57]>>[CH3:3][O:4][c:5]1[c:6]([N:11]2[CH2:12][CH2:13][N:14]([CH2:36][c:37]3[cH:38][c:39]4[c:40]([n:41][c:42]([C:45]#[N:46])[n:43][cH:44]4)[n:47]3[CH2:48][C:49]([CH3:50])([CH3:51])[CH3:52])[CH2:15][CH2:16]2)[cH:7][cH:8][cH:9][cH:10]1. Starting materials: N1(CCNCC1)C1=C2C(=NC(=NC2=CC=C1)N)N (5-piperazin-1-yl-quinazoline-2,4-diamine), C=1(C(=CC=CC1)S(=O)(=O)Cl)C (o-toluenesulfonyl chloride). Product: C=1(C(=CC=CC1)S(=O)(=O)N1CCN(CC1)C1=C2C(=NC(=NC2=CC=C1)N)N)C (5-[4-(Toluene-2-sulfonyl)-piperazin-1-yl]-quinazoline-2,4-diamine). The yield is 37.0%. RXN SMILES: [N:1]1([C:7]2[CH:16]=[CH:15][CH:14]=[C:13]3[C:8]=2[C:9]([NH2:18])=[N:10][C:11]([NH2:17])=[N:12]3)[CH2:6][CH2:5][NH:4][CH2:3][CH2:2]1.[C:19]1([CH3:29])[C:20]([S:25](Cl)(=[O:27])=[O:26])=[CH:21][CH:22]=[CH:23][CH:24]=1>>[C:19]1([CH3:29])[C:20]([S:25]([N:4]2[CH2:5][CH2:6][N:1]([C:7]3[CH:16]=[CH:15][CH:14]=[C:13]4[C:8]=3[C:9]([NH2:18])=[N:10][C:11]([NH2:17])=[N:12]4)[CH2:2][CH2:3]2)(=[O:27])=[O:26])=[CH:21][CH:22]=[CH:23][CH:24]=1. Procedure details: Title compound was prepared via Resin Method using 5-piperazin-1-yl-quinazoline-2,4-diamine (50 mg; 0.2 mmol) and o-toluenesulfonyl chloride (78.2 mg; 0.41 mmol) to obtain 29.3 mg. (37% yield). 1H NMR (400 MHz, DMSO-d6) δ 8.49 (br s, 1H), 7.86 (d, J=8.0 Hz, 1H), 7.61 (m, 1H), 7.73 (m, 3H), 7.47 (m, 2H), 7.38 (t, J=8.0 Hz, 1H), 6.99 (m, 2H), 6.82 (d, J=7.2 Hz, 1H), 5.93 (br s, 2H), 3.67 (d, J=12 Hz, 2H), 3.12 (d, J=12.0 Hz, 2H), 2.94 (t, J=11.5 Hz, 1H), 2.78 (t, J=11.5 Hz, 2H), 2.62 (s, 3H). Starting materials: CSC(=NCCSCc1scnc1C)NC#N, CN, CCO. Yields the product CNC(=NCCSCc1scnc1C)NC#N. Reaction SMILES: [C:3](#[N:4])[NH:5][C:6]([S:7][CH3:8])=[N:9][CH2:10][CH2:11][S:12][CH2:13][c:14]1[c:15]([CH3:19])[n:16][cH:17][s:18]1.[CH3:1][NH2:2].[CH3:20][CH2:21][OH:22]>>[CH3:1][NH:2][C:6]([NH:5][C:3]#[N:4])=[N:9][CH2:10][CH2:11][S:12][CH2:13][c:14]1[c:15]([CH3:19])[n:16][cH:17][s:18]1. Reactants: N1(CCCC1)CCS(=O)(=O)N1CCC(CC1)C1=CNC2=C(C=C(C=C12)C1=CSC=C1)C(=O)N (3-(1-{[2-(1-pyrrolidinyl)ethyl]sulfonyl}-4-piperidinyl)-5-(3-thienyl)-1H-indole-7-carboxamide), BrC=1C=C2C(=CNC2=C(C1)C(=O)N)C1CCN(CC1)S(=O)(=O)CCCN1CCCC1 (5-bromo-3-(1-{[3-(1-pyrrolidinyl)propyl]sulfonyl}-4-piperidinyl)-1H-indole-7-carboxamide), OCC=1C=C(C=CC1)B(O)O ([3-(hydroxymethyl)phenyl]boronic acid), C([O-])([O-])=O.[Cs+].[Cs+] (cesium carbonate). The reagents and catalysts are C=1C=CC(=CC1)[P](C=2C=CC=CC2)(C=3C=CC=CC3)[Pd]([P](C=4C=CC=CC4)(C=5C=CC=CC5)C=6C=CC=CC6)([P](C=7C=CC=CC7)(C=8C=CC=CC8)C=9C=CC=CC9)[P](C=1C=CC=CC1)(C=1C=CC=CC1)C=1C=CC=CC1 (Pd(PPh3)4). Product: OCC=1C=C(C=CC1)C=1C=C2C(=CNC2=C(C1)C(=O)N)C1CCN(CC1)S(=O)(=O)CCCN1CCCC1 (5-[3-(hydroxymethyl)phenyl]-3-(1-{[3-(1-pyrrolidinyl)propyl]sulfonyl}-4-piperidinyl)-1H-indole-7-carboxamide). RXN SMILES: N1(CCS(N2CCC(C3[C:25]4[C:20](=[C:21]([C:31](N)=[O:32])[CH:22]=[C:23](C5C=CSC=5)[CH:24]=4)NC=3)CC2)(=O)=O)CCCC1.Br[C:35]1[CH:36]=[C:37]2[C:41](=[C:42]([C:44]([NH2:46])=[O:45])[CH:43]=1)[NH:40][CH:39]=[C:38]2[CH:47]1[CH2:52][CH2:51][N:50]([S:53]([CH2:56][CH2:57][CH2:58][N:59]2[CH2:63][CH2:62][CH2:61][CH2:60]2)(=[O:55])=[O:54])[CH2:49][CH2:48]1.OCC1C=C(B(O)O)C=CC=1.C(=O)([O-])[O-].[Cs+].[Cs+]>C1C=CC([P]([Pd]([P](C2C=CC=CC=2)(C2C=CC=CC=2)C2C=CC=CC=2)([P](C2C=CC=CC=2)(C2C=CC=CC=2)C2C=CC=CC=2)[P](C2C=CC=CC=2)(C2C=CC=CC=2)C2C=CC=CC=2)(C2C=CC=CC=2)C2C=CC=CC=2)=CC=1>[OH:32][CH2:31][C:21]1[CH:20]=[C:25]([C:35]2[CH:36]=[C:37]3[C:41](=[C:42]([C:44]([NH2:46])=[O:45])[CH:43]=2)[NH:40][CH:39]=[C:38]3[CH:47]2[CH2:52][CH2:51][N:50]([S:53]([CH2:56][CH2:57][CH2:58][N:59]3[CH2:63][CH2:62][CH2:61][CH2:60]3)(=[O:55])=[O:54])[CH2:49][CH2:48]2)[CH:24]=[CH:23][CH:22]=1 |f:3.4.5,^1:84,86,105,124|. Reported procedure: The title compound was prepared following the general procedure for intermediate 16. Thus, 5-bromo-3-(1-{[3-(1-pyrrolidinyl)propyl]sulfonyl}-4-piperidinyl)-1H-indole-7-carboxamide (150 mg, 0.30 mmol), [3-(hydroxymethyl)phenyl]boronic acid (188 mg, 1.20 mmol), Pd(PPh3)4 (30 mg, 10%) and cesium carbonate (200 mg, 0.60 mmol) were reacted to form the desired product which was purified by reverse phase HPLC eluting with 10% B to 80% B, where A=H2O (0.1% trifluoroacetic acid) and B=CH3CN (0.1% trifluo... The reactants are FC1=CC(=C(N)C=C1F)[N+](=O)[O-] (4,5-difluoro-2-nitroaniline), CN(CCCO)C (3-dimethylamino-1-propanol), [H-].[Na+] (sodium hydride), petroleum jelly, O (water). Run in O1CCCC1 (tetrahydrofuran), O1CCCC1 (tetrahydrofuran). Reaction conditions: temperature 0 celsius, time 1 hour. Yields the product CN(CCCOC=1C(=CC(=C(C1)N)[N+](=O)[O-])F)C (5-(3-dimethylaminopropoxy)-4-fluoro-2-nitrophenylamine). Yield: 79.0%. Reaction SMILES: [CH3:1][N:2]([CH3:7])[CH2:3][CH2:4][CH2:5][OH:6].[H-].[Na+].[F:10][C:11]1[C:17](F)=[CH:16][C:14]([NH2:15])=[C:13]([N+:19]([O-:21])=[O:20])[CH:12]=1.O>O1CCCC1>[CH3:1][N:2]([CH3:7])[CH2:3][CH2:4][CH2:5][O:6][C:17]1[C:11]([F:10])=[CH:12][C:13]([N+:19]([O-:21])=[O:20])=[C:14]([NH2:15])[CH:16]=1 |f:1.2|. Procedure: In a 250 ml three-necked flask under an argon atmosphere, 5.3 g of 3-dimethylamino-1-propanol, in solution in 100 ml of tetrahydrofuran, are cooled to 0° C. using an ice bath and then introduce 2.3 g of sodium hydride at 50% in liquid petroleum jelly. After stirring for 1 hour at 0° C., rapidly add a solution of 3 g of 4,5-difluoro-2-nitroaniline in 100 ml of tetrahydrofuran and then heat in the region of 70° C. for 1 hour. The reaction mixture is poured into 100 ml of water and extracted with t... The reactants are CC(C)c1cccc(C(C)C)c1NC(=O)CCCCCSc1nc2cc(OCc3ccccc3)ccc2o1, O=C(O)C(F)(F)F, CSc1ccccc1. Yields the product CC(C)c1cccc(C(C)C)c1NC(=O)CCCCCSc1nc2cc(O)ccc2o1. As a reaction SMILES: [CH2:1]([c:2]1[cH:3][cH:4][cH:5][cH:6][cH:7]1)[O:8][c:9]1[cH:10][cH:11][c:12]2[c:13]([n:14][c:15]([S:17][CH2:18][CH2:19][CH2:20][CH2:21][CH2:22][C:23](=[O:24])[NH:25][c:26]3[c:27]([CH:35]([CH3:36])[CH3:37])[cH:28][cH:29][cH:30][c:31]3[CH:32]([CH3:33])[CH3:34])[o:16]2)[cH:38]1.[OH:47][C:48]([C:49]([F:50])([F:51])[F:52])=[O:53].[c:39]1([S:40][CH3:41])[cH:42][cH:43][cH:44][cH:45][cH:46]1>>[OH:8][c:9]1[cH:10][cH:11][c:12]2[c:13]([n:14][c:15]([S:17][CH2:18][CH2:19][CH2:20][CH2:21][CH2:22][C:23](=[O:24])[NH:25][c:26]3[c:27]([CH:35]([CH3:36])[CH3:37])[cH:28][cH:29][cH:30][c:31]3[CH:32]([CH3:33])[CH3:34])[o:16]2)[cH:38]1. The reactants are C(C)(=O)O[BH-](OC(C)=O)OC(C)=O.[Na+] (sodium triacetoxyborohydride), O1CCOC=2C=NC(=CC21)C=O (2,3-dihydro[1,4]dioxino[2,3-c]pyridine-7-carbaldehyde), C(C)(=O)O[BH-](OC(C)=O)OC(C)=O.[Na+] (sodium triacetoxyborohydride), NC1CCN(CC1)CC1CN2C(C=NC3C=CC(N1C23)=O)=O (1-[(4-amino-1-piperidinyl)methyl]-1,2,5a,8b-tetrahydro-3H,8H-2a,5,8a-triazaacenaphthylene-3,8-dione), O1CCOC=2C=NC(=CC21)C=O (2,3-dihydro[1,4]dioxino[2,3-c]pyridine-7-carbaldehyde), ClCCl (dichloromethane), C(=O)(O)[O-].[Na+] (NaHCO3). The solvent is CO (methanol). Reaction conditions: time 15 minute. The product is Cl.Cl.O1CCOC=2C=NC(=CC21)CNC2CCN(CC2)CC2CN1C(C=NC=3C=CC(N2C13)=O)=O (1-({4-[(2,3-Dihydro[1,4]dioxino[2,3-c]pyridin-7-ylmethyl)amino]-1-piperidinyl}methyl)-1,2-dihydro-3H,8H-2a,5,8a-triazaacenaphthylene-3,8-dione dihydrochloride). Yield: 60.0%. As a reaction SMILES: [NH2:1][CH:2]1[CH2:7][CH2:6][N:5]([CH2:8][CH:9]2[N:19]3[CH:20]4[CH:15]([CH:16]=[CH:17][C:18]3=[O:21])[N:14]=[CH:13][C:12](=[O:22])[N:11]4[CH2:10]2)[CH2:4][CH2:3]1.[O:23]1[C:32]2[CH:31]=[C:30]([CH:33]=O)[N:29]=[CH:28][C:27]=2[O:26][CH2:25][CH2:24]1.C(O[BH-](OC(=O)C)OC(=O)C)(=O)C.[Na+].C([O-])(O)=O.[Na+].[Cl:54]CCl>CO>[ClH:54].[ClH:54].[O:23]1[C:32]2[CH:31]=[C:30]([CH2:33][NH:1][CH:2]3[CH2:7][CH2:6][N:5]([CH2:8][CH:9]4[N:19]5[C:20]6[N:11]([C:12](=[O:22])[CH:13]=[N:14][C:15]=6[CH:16]=[CH:17][C:18]5=[O:21])[CH2:10]4)[CH2:4][CH2:3]3)[N:29]=[CH:28][C:27]=2[O:26][CH2:25][CH2:24]1 |f:2.3,4.5,8.9.10|. Procedure: A solution of 1-[(4-amino-1-piperidinyl)methyl]-1,2,5a,8b-tetrahydro-3H,8H-2a,5,8a-triazaacenaphthylene-3,8-dione (22.8 mg, 0.0757 mmol) in anhydrous dichloromethane (3 ml) and anhydrous methanol (0.6 ml) was treated with 2,3-dihydro[1,4]dioxino[2,3-c]pyridine-7-carbaldehyde (12.5 mg, 0.076 mmol) (for a synthesis see WO2004058144 Example 2(c) or WO03/087098 Example 19(d)) and stirred, under argon, for 15 minutes and then treated with sodium triacetoxyborohydride (48 mg, 0.226 mmol) and stirred a... Reactants: ClCCl.CO (dichloromethane methanol), C[O-].[Na+] (sodium methoxide), COC1=CC=C(C2=C1N=C(S2)NC(C2=CC(=NC=C2)CNC)=O)N2CCOCC2 (N-(4-Methoxy-7-morpholin-4-yl-benzothiazol-2-yl)-2-methylaminomethyl-isonicotinamide). The solvent is O1CCCC1 (tetrahydrofurane). Conditions: temperature 50 celsius. The product is COCC=1C=C(C(=O)NC=2SC3=C(N2)C(=CC=C3N3CCOCC3)OC)C=CN1 (2-Methoxymethyl-N-(4-methoxy-7-morpholin-4-yl-benzothiazol-2-yl)-isonicotinamide). The yield is 25.0%. As a reaction SMILES: [CH3:1][O:2][C:3]1[C:8]2[N:9]=[C:10]([NH:12][C:13](=[O:23])[C:14]3[CH:19]=[CH:18][N:17]=[C:16]([CH2:20]NC)[CH:15]=3)[S:11][C:7]=2[C:6]([N:24]2[CH2:29][CH2:28][O:27][CH2:26][CH2:25]2)=[CH:5][CH:4]=1.[CH3:30][O-:31].[Na+].ClCCl.CO>O1CCCC1>[CH3:30][O:31][CH2:20][C:16]1[CH:15]=[C:14]([CH:19]=[CH:18][N:17]=1)[C:13]([NH:12][C:10]1[S:11][C:7]2[C:6]([N:24]3[CH2:29][CH2:28][O:27][CH2:26][CH2:25]3)=[CH:5][CH:4]=[C:3]([O:2][CH3:1])[C:8]=2[N:9]=1)=[O:23] |f:1.2,3.4|. Procedure details: N-(4-Methoxy-7-morpholin-4-yl-benzothiazol-2-yl)-2-methylaminomethyl-isonicotinamide (200 mg, 0.48 mmol, dissolved in tetrahydrofurane (5.0 ml), is treated with sodium methoxide (81 mg, 1.4 mmol) at 0° C. and the mixture heated to 50° C. for 15 h. The mixture is quenched with saturated sodium carbonate (4.0 ml), extracted four times with each 15 ml dichloromethane and the combined organic phases dryed and evaporated. Flash chromatography (first SiO2, eluent: dichloromethane/methanol 0 to 5% and ...